Dataset: the Open Reaction Database (ORD), a public repository of structured organic reaction records. Task: describe an organic reaction: reactants, conditions, products, and yield The reactants are NN1C=CC2=NC=C(C=C21)C=2C=NN(C2)C2CCN(CC2)C(=O)OC(C)(C)C (tert-butyl 4-[4-(1-amino-1H-pyrrolo[3,2-b]pyridin-6-yl)-1H-pyrazol-1-yl]piperidine-1-carboxylate), ClC1=C(C=O)C(=CC=C1F)Cl (2,6-dichloro-3-fluorobenzaldehyde). Solvent: CCCCCCC (heptane). Run at temperature 120 celsius. Product: ClC1=C(C(=CC=C1F)Cl)\C=N\N1C=CC2=NC=C(C=C21)C=2C=NN(C2)C2CCN(CC2)C(=O)OC(C)(C)C (tert-butyl 4-[4-(1-{[(E)-(2,6-dichloro-3-fluorophenyl)methylidene]amino}-1H-pyrrolo[3,2-b]pyridin-6-yl)-1H-pyrazol-1-yl]piperidine-1-carboxylate). Isolated yield 86.9%. Reaction SMILES: [NH2:1][N:2]1[C:10]2[C:5](=[N:6][CH:7]=[C:8]([C:11]3[CH:12]=[N:13][N:14]([CH:16]4[CH2:21][CH2:20][N:19]([C:22]([O:24][C:25]([CH3:28])([CH3:27])[CH3:26])=[O:23])[CH2:18][CH2:17]4)[CH:15]=3)[CH:9]=2)[CH:4]=[CH:3]1.[Cl:29][C:30]1[C:37]([F:38])=[CH:36][CH:35]=[C:34]([Cl:39])[C:31]=1[CH:32]=O>CCCCCCC>[Cl:29][C:30]1[C:37]([F:38])=[CH:36][CH:35]=[C:34]([Cl:39])[C:31]=1/[CH:32]=[N:1]/[N:2]1[C:10]2[C:5](=[N:6][CH:7]=[C:8]([C:11]3[CH:12]=[N:13][N:14]([CH:16]4[CH2:21][CH2:20][N:19]([C:22]([O:24][C:25]([CH3:28])([CH3:27])[CH3:26])=[O:23])[CH2:18][CH2:17]4)[CH:15]=3)[CH:9]=2)[CH:4]=[CH:3]1. Reported procedure: A mixture of tert-butyl 4-[4-(1-amino-1H-pyrrolo[3,2-b]pyridin-6-yl)-1H-pyrazol-1-yl]piperidine-1-carboxylate (100 mg, 0.26 mmol) and 2,6-dichloro-3-fluorobenzaldehyde (50 mg, 0.26 mmol) in heptane (2.0 mL) was heated in a sealed tube at 120° C. for 15 min. The product was purified by column chromatography (ethyl acetate) to give the desired intermediate as an off-white solid (126 mg, yield 87%).